From a dataset of the Open Reaction Database (ORD), a public repository of structured organic reaction records. describe an organic reaction: reactants, conditions, products, and yield Starting materials: N#CCc1ccc(Cl)c(Cl)c1, C1CCOC1. Yields the product N#CC1(c2ccc(Cl)c(Cl)c2)CC1CO. Reaction SMILES: [Cl:1][c:2]1[cH:3][c:4]([CH2:9][C:10]#[N:11])[cH:5][cH:6][c:7]1[Cl:8].[O:12]1[CH2:13][CH2:14][CH2:15][CH2:16]1>>[Cl:1][c:2]1[cH:3][c:4]([C:9]2([C:10]#[N:11])[CH:14]([CH2:13][OH:12])[CH2:15]2)[cH:5][cH:6][c:7]1[Cl:8]. Reaction SMILES: [Br:1][C:2]1[CH:20]=[CH:19][C:5]([C:6]([C:8](=[CH:14][NH:15][CH:16]2[CH2:18][CH2:17]2)[C:9]([O:11][CH2:12][CH3:13])=[O:10])=[O:7])=[C:4](F)[C:3]=1[CH3:22].C(=O)([O-])[O-].[K+].[K+].O>CS(C)=O>[Br:1][C:2]1[C:3]([CH3:22])=[C:4]2[C:5]([C:6](=[O:7])[C:8]([C:9]([O:11][CH2:12][CH3:13])=[O:10])=[CH:14][N:15]2[CH:16]2[CH2:18][CH2:17]2)=[CH:19][CH:20]=1 |f:1.2.3|. The solvent is CS(=O)C (dimethyl sulfoxide). Starting materials: BrC1=C(C(=C(C(=O)C(C(=O)OCC)=CNC2CC2)C=C1)F)C (ethyl 2-(4-bromo-2-fluoro-3-methylbenzoyl)-3-cyclopropylaminoacrylate), C([O-])([O-])=O.[K+].[K+] (potassium carbonate), O (water). Isolated yield 96.9%. Procedure: In 7 ml of dimethyl sulfoxide was dissolved 0.72 g of ethyl 2-(4-bromo-2-fluoro-3-methylbenzoyl)-3-cyclopropylaminoacrylate, followed by adding thereto 0.48 g of potassium carbonate, and the resulting mixture was stirred at 90° C. for 30 minutes. The reaction mixture was cooled to room temperature, after which 35 ml of water was added thereto and the crystals were collected by filtration to obtain 0.66 g of colorless ethyl 7-bromo-1-cyclopropyl-8-methyl-1,4-dihydro-4-oxoquinoline-3-carboxylate. The product is BrC1=CC=C2C(C(=CN(C2=C1C)C1CC1)C(=O)OCC)=O (ethyl 7-bromo-1-cyclopropyl-8-methyl-1,4-dihydro-4-oxoquinoline-3-carboxylate). Reactants: C1CCC2=NCCCN2CC1 (DBU), O1[C@@]23[C@@H]1C[C@@]1([C@]([C@@H](CC1C2C[C@@H](C2=CC(C=C[C@]32C)=O)F)C)(C(=O)O)OC(=O)C=3OC(=CC3)OC(C)=O)C (5-acetoxyfuran-2-carboxylic acid (6S,9S,10S,11S,13S,16R,17R)-9,11-epoxy-6-fluoro-17-carboxy-10,13,16-trimethyl-3-oxo-6,7,8,9,10,11,12,13,14,15,16,17-dodecahydro-3H-cyclopenta[a]phenanthren-17-yl ester), S(=O)(=O)(OC)OC (dimethyl sulfate). Run in Cl (HCl), C(C)(=O)OCC (ethyl acetate). Run at time 2 hour. Product: O1[C@@]23[C@@H]1C[C@@]1([C@]([C@@H](CC1C2C[C@@H](C2=CC(C=C[C@]32C)=O)F)C)(C(=O)OC)OC(=O)C=3OC(=CC3)OC(C)=O)C (5-acetoxyfuran-2-carboxylic acid (6S,9S,10S,11S,13S,16R,17R)-9,11-epoxy-6-fluoro-17-methoxycarbonyl-10,13,16-trimethyl-3-oxo-6,7,8,9,10,11,12,13,14,15,16,17-dodecahydro-3H-cyclopenta[a]phenanthren-17-yl ester). Reaction SMILES: [O:1]1[C@H:3]2[CH2:4][C@@:5]3([CH3:38])[CH:9]([CH:10]4[CH2:11][C@H:12]([F:21])[C:13]5[C@@:18]([CH3:19])([C@:2]124)[CH:17]=[CH:16][C:15](=[O:20])[CH:14]=5)[CH2:8][C@@H:7]([CH3:22])[C@:6]3([O:26][C:27]([C:29]1[O:30][C:31]([O:34][C:35](=[O:37])[CH3:36])=[CH:32][CH:33]=1)=[O:28])[C:23]([OH:25])=[O:24].[CH2:39]1CCN2C(=NCCC2)CC1.S(OC)(OC)(=O)=O>C(OCC)(=O)C.Cl>[O:1]1[C@H:3]2[CH2:4][C@@:5]3([CH3:38])[CH:9]([CH:10]4[CH2:11][C@H:12]([F:21])[C:13]5[C@@:18]([CH3:19])([C@:2]124)[CH:17]=[CH:16][C:15](=[O:20])[CH:14]=5)[CH2:8][C@@H:7]([CH3:22])[C@:6]3([O:26][C:27]([C:29]1[O:30][C:31]([O:34][C:35](=[O:37])[CH3:36])=[CH:32][CH:33]=1)=[O:28])[C:23]([O:25][CH3:39])=[O:24]. Procedure: The product of Step 1 (721 mg) is dissolved in ethyl acetate (25 mL). DBU (242 mg) is added, followed by dimethyl sulfate (201 mg) and the reaction is stirred at room temperature for 2 hours, then diluted with 0.2 M HCl. The organic phase is washed with water and brine, then dried over magnesium sulfate and evaporated. Purification by flash chromatography on silica gel eluting with hexanes-ethyl acetate (2:1) affords 5-acetoxyfuran-2-carboxylic acid (6S,9S,10S,11S,13S,16R,17R)-9,11-epoxy-6-fluor... Reactants: O=S(=O)(Cl)c1ccc2c(Cl)cnc(Cl)c2c1, ClCCl, CCOC(=O)C1CCC(N)CC1. Yields the product CCOC(=O)C1CCC(NS(=O)(=O)c2ccc3c(Cl)cnc(Cl)c3c2)CC1. As a reaction SMILES: [Cl:13][c:14]1[n:15][cH:16][c:17]([Cl:28])[c:18]2[cH:19][cH:20][c:21]([S:24](=[O:25])(=[O:26])[Cl:27])[cH:22][c:23]12.[Cl:29][CH2:30][Cl:31].[NH2:1][CH:2]1[CH2:3][CH2:4][CH:5]([C:8](=[O:9])[O:10][CH2:11][CH3:12])[CH2:6][CH2:7]1>>[NH:1]([CH:2]1[CH2:3][CH2:4][CH:5]([C:8](=[O:9])[O:10][CH2:11][CH3:12])[CH2:6][CH2:7]1)[S:24]([c:21]1[cH:20][cH:19][c:18]2[c:17]([Cl:28])[cH:16][n:15][c:14]([Cl:13])[c:23]2[cH:22]1)(=[O:25])=[O:26]. The reactants are C(C)(C)(C)OC(=O)N[C@@H](CCCCNC(OCC1=CC=CC=C1)=O)CO (benzyl (5S)-5-{[(tert-butyloxy)carbonyl]amino}-6-hydroxyhexylcarbamate), FC(C(=O)O)(F)F (trifluoroacetic acid), C(C)O (ethanol). Run in O (water). Reaction conditions: temperature 20 celsius, time 2 hour. Yields the product N[C@@H](CCCCNC(OCC1=CC=CC=C1)=O)CO (benzyl (5S)-5-amino-6-hydroxyhexylcarbamate). Yield: 68.8%. RXN SMILES: C(OC([NH:8][C@H:9]([CH2:25][OH:26])[CH2:10][CH2:11][CH2:12][CH2:13][NH:14][C:15](=[O:24])[O:16][CH2:17][C:18]1[CH:23]=[CH:22][CH:21]=[CH:20][CH:19]=1)=O)(C)(C)C.FC(F)(F)C(O)=O.C(O)C>O>[NH2:8][C@H:9]([CH2:25][OH:26])[CH2:10][CH2:11][CH2:12][CH2:13][NH:14][C:15](=[O:24])[O:16][CH2:17][C:18]1[CH:23]=[CH:22][CH:21]=[CH:20][CH:19]=1. Reported procedure: A mixture of 4 g of benzyl (5S)-5-{[(tert-butyloxy)carbonyl]amino}-6-hydroxyhexylcarbamate, 30 cm3 of trifluoroacetic acid and 20 cm3 of ethanol is stirred at a temperature in the region of 20° C. for 2 hours. After concentration of the reaction medium under reduced pressure (5 kPa) at a temperature in the region of 40° C., the residue obtained is taken up in 50 cm3 of water and washed with twice 100 cm3 of diethyl ether. The aqueous phase is separated out after settling has taken place, basifie... Yield: 59.1%. Reaction SMILES: O[CH2:2][CH2:3][CH2:4][CH:5]1[C:10](=[O:11])[NH:9][C:8]2[CH:12]=[CH:13][CH:14]=[CH:15][C:7]=2[S:6]1.S(Cl)([Cl:18])=O>>[Cl:18][CH2:2][CH2:3][CH2:4][CH:5]1[C:10](=[O:11])[NH:9][C:8]2[CH:12]=[CH:13][CH:14]=[CH:15][C:7]=2[S:6]1. The reactants are OCCCC1SC2=C(NC1=O)C=CC=C2 (2-(3-hydroxypropyl)-2H-1,4-benzothiazin-3(4H)-one), S(=O)(Cl)Cl (thionyl chloride). Product: ClCCCC1SC2=C(NC1=O)C=CC=C2 (2-(3-chloropropyl)-2H-1,4-benzothiazin-3(4H)-one). Procedure: By a process similar to that in Reference Example 13-(2), 2-(3-hydroxypropyl)-2H-1,4-benzothiazin-3(4H)-one was allowed to react with thionyl chloride to obtain 2-(3-chloropropyl)-2H-1,4-benzothiazin-3(4H)-one. The yield was 59.1%. Recrystallization from ethyl acetate-hexane gave prisms, m.p. 98°-99° C. Reactants: ice water, ClC1=C(C=C(N)C=C1)[N+](=O)[O-] (4-chloro-3-nitro aniline), OC1=CC=C(C=C1)S (4-hydroxythiophenol), C([O-])([O-])=O.[Cs+].[Cs+] (cesium carbonate), C(C)(=O)OCC (ethyl acetate). The solvent is CS(=O)C (dimethylsulfoxide). Yields the product NC1=CC(=C(C=C1)SC1=CC=C(C=C1)O)[N+](=O)[O-] (4-(4-Amino-2-nitro-phenylsulfanyl)-phenol). Isolated yield 95.5%. As a reaction SMILES: Cl[C:2]1[CH:8]=[CH:7][C:5]([NH2:6])=[CH:4][C:3]=1[N+:9]([O-:11])=[O:10].[OH:12][C:13]1[CH:18]=[CH:17][C:16]([SH:19])=[CH:15][CH:14]=1.C(=O)([O-])[O-].[Cs+].[Cs+].C(OCC)(=O)C>CS(C)=O>[NH2:6][C:5]1[CH:7]=[CH:8][C:2]([S:19][C:16]2[CH:17]=[CH:18][C:13]([OH:12])=[CH:14][CH:15]=2)=[C:3]([N+:9]([O-:11])=[O:10])[CH:4]=1 |f:2.3.4|. Reported procedure: A solution of 4-chloro-3-nitro aniline (1.0 g, 5.79 mmol), 4-hydroxythiophenol (0.75 g, 6.00 mmol), cesium carbonate (3.9 g, 12 mmol) in dimethylsulfoxide (10 ml) was heated at 100° C. for 16 hours. Afterwards ice water (50 mL) was added to the solution and the resultant slurry was treated with ethyl acetate (100 ml). The layers were separated and the organic layer was washed with 10% sodium bicarbonate and 10% sodium chloride, then dried over anhydrous sodium sulfate. The drying agent was filte...